This data is from the Open Reaction Database (ORD), a public repository of structured organic reaction records. The task is: describe an organic reaction: reactants, conditions, products, and yield The reactants are O=S(C1=C2C(C(OC)=CC=C2)=CC=C1)(N)=O, OB(O)C1=CC=C(OC)C=C1. The reagents and catalysts are [F-].[Cs+], CC(=O)[O-].CC(=O)[O-].[Cu+2]. Run in ClCCCl, ClCCCl. Run at temperature 60 celsius, time 18 hour. The product is O=S(C1=C2C(C(OC)=CC=C2)=CC=C1)(NC3=CC=C(OC)C=C3)=O, O=S(C1=C2C(C(OC)=CC=C2)=CC=C1)(N(C3=CC=C(OC)C=C3)C4=CC=C(C=C4)OC)=O. Isolated yield 6.7%. Reported procedure: Reactions were run in 8 x 30 mm glass vial inserts in 96 well-plate Para-dox Aluminum Reaction Blocks. The reaction components were dosed according to the design shown in Figure S2 and Figure S3. First, the catalysts (2 umol per vial) and solid bases (20 umol per vial) were added by dosing 50 uL each of a stock solution in 1,2-dichloroethane (40 mM for catalysts, 0.4 M for bases) via single-channel pipette. The 1,2-dichloroethane was then removed via centrifugal evaporation using a Genevac EZ-2 ...